Dataset: the Open Reaction Database (ORD), a public repository of structured organic reaction records. Task: describe an organic reaction: reactants, conditions, products, and yield Starting materials: ClC1=C(C=CC(=C1)Cl)N1C(N(C2=NC(=NC=C2C1)SC)C=1C=C(C=CC1)CCCN1C(C2=CC=CC=C2C1=O)=O)=O (2-[3-[3-[3-(2,4-dichlorophenyl)-7-methylthio-2-oxo-3,4-dihydro-2H-pyrimido[4,5-d]pyrimidin-1-yl]-phenyl]-propyl]-isoindole-1,3-dione), ClC1=CC(=CC=C1)C(=O)OO (3-chloroperbenzoic acid), C([O-])(O)=O.[Na+] (sodium bicarbonate), CS(=O)C (dimethyl sulfoxide). Run in ClCCl (dichloromethane), ClCCl (dichloromethane). Conditions: time 18 hour. Product: ClC1=C(C=CC(=C1)Cl)N1C(N(C2=NC(=NC=C2C1)S(=O)(=O)C)C=1C=C(C=CC1)CCCN1C(C2=CC=CC=C2C1=O)=O)=O (2-[3-[3-[3-(2,4-dichlorophenyl)-7-methanesulfonyl-2-oxo-3,4-dihydro-2H-pyrimido[4,5-d]pyrimidin-1-yl]-phenyl]-propyl]-isoindole-1,3-dione). Yield: 100.0%. Reaction SMILES: [Cl:1][C:2]1[CH:7]=[C:6]([Cl:8])[CH:5]=[CH:4][C:3]=1[N:9]1[CH2:18][C:17]2[C:12](=[N:13]C(SC)=[N:15][CH:16]=2)[N:11]([C:21]2[CH:22]=[C:23]([CH2:27][CH2:28][CH2:29][N:30]3[C:38](=[O:39])[C:37]4[C:32](=[CH:33][CH:34]=[CH:35][CH:36]=4)[C:31]3=[O:40])[CH:24]=[CH:25][CH:26]=2)[C:10]1=[O:41].ClC1C=CC=C(C(OO)=[O:50])C=1.[CH3:53][S:54]([CH3:56])=[O:55].C(=O)(O)[O-].[Na+]>ClCCl>[Cl:1][C:2]1[CH:7]=[C:6]([Cl:8])[CH:5]=[CH:4][C:3]=1[N:9]1[CH2:18][C:17]2[C:12](=[N:13][C:53]([S:54]([CH3:56])(=[O:50])=[O:55])=[N:15][CH:16]=2)[N:11]([C:21]2[CH:22]=[C:23]([CH2:27][CH2:28][CH2:29][N:30]3[C:38](=[O:39])[C:37]4[C:32](=[CH:33][CH:34]=[CH:35][CH:36]=4)[C:31]3=[O:40])[CH:24]=[CH:25][CH:26]=2)[C:10]1=[O:41] |f:3.4|. Procedure: A solution of 180 mg (0.3 mmol) of 2-[3-[3-[3-(2,4-dichlorophenyl)-7-methylthio-2-oxo-3,4-dihydro-2H-pyrimido[4,5-d]pyrimidin-1-yl]-phenyl]-propyl]-isoindole-1,3-dione in 10 ml of dichloromethane was treated with 200 mg (0.6 mmol) of 3-chloroperbenzoic acid (50% w/w water) and the mixture stirred at ambient temperature for 18 hours. 0.1 ml of dimethyl sulfoxide was added. After a further 15 minutes 10 ml of dichloromethane and 20 ml of saturated aqueous sodium bicarbonate were added. The organic... The reactants are CCOC(=O)c1ccc(-n2c(C)ccc2C#N)cc1, ClC(Cl)(Cl)Cl, O=S(=O)(Cl)Cl. Product: CCOC(=O)c1ccc(-n2c(C#N)cc(Cl)c2C)cc1. RXN SMILES: [CH2:1]([CH3:2])[O:3][C:4](=[O:5])[c:6]1[cH:7][cH:8][c:9](-[n:12]2[c:13]([C:18]#[N:19])[cH:14][cH:15][c:16]2[CH3:17])[cH:10][cH:11]1.[Cl:25][C:26]([Cl:27])([Cl:28])[Cl:29].[S:20]([Cl:21])(=[O:22])([Cl:23])=[O:24]>>[CH2:1]([CH3:2])[O:3][C:4](=[O:5])[c:6]1[cH:7][cH:8][c:9](-[n:12]2[c:13]([C:18]#[N:19])[cH:14][c:15]([Cl:23])[c:16]2[CH3:17])[cH:10][cH:11]1. Conditions: time 1 hour. The solvent is C1CCOC1 (THF). Reactants: C(=O)(O)[O-].[Na+] (NaHCO3), CCOCC (ether), [H-].[Na+] (sodium hydride), C(CCCCCCC)C(C(=O)[O-])(C)C#N (2-octyl-2-cyanopropionate), C1(=CC=CC=C1)[Se]Br (phenylselenium bromide). Reported procedure: To a 4-neck 500 ml flask, equipped with a condenser, mechanical stirrer, thermometer, and nitrogen inlet, was added sodium hydride (3.9 g, 153 mmol) and THF (250 ml) under nitrogen. 2-octyl-2-cyanopropionate (20 g, 115 mmol) was added over 10 min. and the reaction mixture was stirred for 1 hour at room temperature. A solution of phenylselenium bromide, prepared by the above method, was added by syringe. The reaction mixture was stirred for 1 hour and added to 250 ml each of ether and sat. aq. Na... RXN SMILES: [H-].[Na+].C([C:11]([C:16]#[N:17])([CH3:15])[C:12]([O-:14])=[O:13])C[CH2:5][CH2:6][CH2:7][CH2:8][CH2:9][CH3:10].[C:18]1([Se:24]Br)[CH:23]=[CH:22][CH:21]=[CH:20][CH:19]=1.C([O-])(O)=O.[Na+].[CH3:31][CH2:32]OCC>C1COCC1>[C:18]1([Se:24][C:10]2[CH:5]=[CH:6][CH:7]=[CH:8][CH:9]=2)[CH:23]=[CH:22][CH:21]=[CH:20][CH:19]=1.[C:16]([CH:11]([CH3:15])[C:12]([O:14][CH:31]([CH2:19][CH2:20][CH2:21][CH2:22][CH2:23][CH3:18])[CH3:32])=[O:13])#[N:17] |f:0.1,4.5,8.9|. Product: C1(=CC=CC=C1)[Se]C1=CC=CC=C1.C(#N)C(C(=O)OC(C)CCCCCC)C (2-Octyl Cyanopropionate phenylselenide). Reactants: [Na+].[Cl-] (NaCl), C(C)OC(\C(=C\C1=CC=CC=C1)\C#N)=O ((E)-2-cyano-3-phenyl-acrylic acid ethyl ester), [N+](=O)([O-])C(C)C (2-nitropropane), C([O-])([O-])=O.[K+].[K+] (potassium carbonate). Run in CCO (EtOH). Run at temperature 50 celsius. The product is C(C)OC(=O)C1(C(C1C1=CC=CC=C1)(C)C)C#N (1-cyano-2,2-dimethyl-3-phenyl-cyclopropanecarboxylic acid ethyl ester). Isolated yield 63.6%. RXN SMILES: [CH2:1]([O:3][C:4](=[O:15])/[C:5](/[C:13]#[N:14])=[CH:6]/[C:7]1[CH:12]=[CH:11][CH:10]=[CH:9][CH:8]=1)[CH3:2].[N+]([CH:19]([CH3:21])[CH3:20])([O-])=O.C(=O)([O-])[O-].[K+].[K+].[Na+].[Cl-]>CCO>[CH2:1]([O:3][C:4]([C:5]1([C:13]#[N:14])[CH:6]([C:7]2[CH:12]=[CH:11][CH:10]=[CH:9][CH:8]=2)[C:19]1([CH3:21])[CH3:20])=[O:15])[CH3:2] |f:2.3.4,5.6|. Procedure: A mixture of (E)-2-cyano-3-phenyl-acrylic acid ethyl ester (83.6 g, 415 mmol), 2-nitropropane (37 g, 415 mmol) and potassium carbonate (57.4 g, 415 mmol) in EtOH (325 mL) was heated at reflux for 4 hours, then heated to 50° C. for 18 hours. The reaction mixture was then poured into an aqueous solution of NaCl (15%, 2 L) and extracted with DCM. The organic layer was separated, dried over Na2SO4, filtered, and evaporated under reduced pressure. The residue was purified by distillation under vacuum... The reactants are C#CC1(COC(c2ccccc2)(c2ccccc2)c2cccc(OC)c2OC)OC(n2cc(C)c(=O)[nH]c2=O)CC1N=[N+]=[N-], ClCCl, [NH4+], [OH-], O=C(O)C(F)(F)F. Product: C#CC1(CO)OC(n2cc(C)c(=O)[nH]c2=O)CC1N=[N+]=[N-]. As a reaction SMILES: [C:1](#[CH:2])[C:3]1([CH2:20][O:21][C:22]([c:23]2[cH:24][cH:25][cH:26][cH:27][cH:28]2)([c:29]2[cH:30][cH:31][cH:32][cH:33][cH:34]2)[c:35]2[cH:36][cH:37][cH:38][c:39]([O:40][CH3:41])[c:42]2[O:43][CH3:44])[CH:4]([N:17]=[N+:18]=[N-:19])[CH2:5][CH:6]([n:8]2[c:9](=[O:10])[nH:11][c:12](=[O:13])[c:14]([CH3:15])[cH:16]2)[O:7]1.[CH2:54]([Cl:55])[Cl:56].[NH4+:52].[OH-:53].[OH:45][C:46]([C:47]([F:48])([F:49])[F:50])=[O:51]>>[C:1](#[CH:2])[C:3]1([CH2:20][OH:21])[CH:4]([N:17]=[N+:18]=[N-:19])[CH2:5][CH:6]([n:8]2[c:9](=[O:10])[nH:11][c:12](=[O:13])[c:14]([CH3:15])[cH:16]2)[O:7]1.